From a dataset of the Open Reaction Database (ORD), a public repository of structured organic reaction records. describe an organic reaction: reactants, conditions, products, and yield Reactants: C(C1=CC=CC=C1)N (benzylamine), C1(CC1)CCN (2-cyclopropylethanamine), FC1=CC=C(CN2C(N(CC2)C=2C=C(C(=O)OC)C=CN2)=O)C=C1 (methyl 2-(3-(4-fluorobenzyl)-2-oxoimidazolidin-1-yl)isonicotinate). Yields the product C1(CC1)CCNC(C1=CC(=NC=C1)N1C(N(CC1)CC1=CC=C(C=C1)F)=O)=O (N-(2-cyclopropylethyl)-2-(3-(4-fluorobenzyl)-2-oxoimidazolidin-1-yl)isonicotinamide). Isolated yield 70.0%. Reaction SMILES: C(N)C1C=CC=CC=1.[CH:9]1([CH2:12][CH2:13][NH2:14])[CH2:11][CH2:10]1.[F:15][C:16]1[CH:38]=[CH:37][C:19]([CH2:20][N:21]2[CH2:25][CH2:24][N:23]([C:26]3[CH:27]=[C:28]([CH:33]=[CH:34][N:35]=3)[C:29](OC)=[O:30])[C:22]2=[O:36])=[CH:18][CH:17]=1>>[CH:9]1([CH2:12][CH2:13][NH:14][C:29](=[O:30])[C:28]2[CH:33]=[CH:34][N:35]=[C:26]([N:23]3[CH2:24][CH2:25][N:21]([CH2:20][C:19]4[CH:18]=[CH:17][C:16]([F:15])=[CH:38][CH:37]=4)[C:22]3=[O:36])[CH:27]=2)[CH2:11][CH2:10]1. Procedure: Following the procedure as described in Example 15, making variations as required to replace benzylamine with 2-cyclopropylethanamine to react with methyl 2-(3-(4-fluorobenzyl)-2-oxoimidazolidin-1-yl)isonicotinate, N-(2-cyclopropylethyl)-2-(3-(4-fluorobenzyl)-2-oxoimidazolidin-1-yl)isonicotinamide was obtained as a colorless solid in 70% yield: mp 123-125° C.; 1H NMR (300 MHz, CDCl3) δ 8.56 (s, 1H), 8.35 (d, J=5.1 Hz, 1H), 7.38 (dd, J=5.1, 1.2 Hz, 1H), 7.29-7.24 (m, 2H), 7.05-7.00 (m, 2H), 6.52 ... The reactants are COC(=O)C=1N=C(SC1)NC([C@H](CC1=CC=CC=C1)NC(C(C1=CC(=C(C=C1)OC)F)NC(=O)OC(C)(C)C)=O)=O (2-{(S)-2-[2-tert-Butoxycarbonylamino-2-(3-fluoro-4-methoxy-phenyl)-acetylamino]-3-phenyl-propionylamino}-thiazole-4-carboxylic acid methyl ester), FC(C(=O)O)(F)F (trifluoroacetic acid). The solvent is ClCCl (dichloromethane), ClCCl (dichloromethane). Conditions: temperature 0 celsius, time 1 hour. The product is COC(=O)C=1N=C(SC1)NC([C@H](CC1=CC=CC=C1)NC(C(C1=CC(=C(C=C1)OC)F)N)=O)=O (2-{(S)-2-[2-amino-2-(3-fluoro-4-methoxy-phenyl)-acetylamino]-3-phenyl-propionylamino}-thiazole-4-carboxylic acid methyl ester). The yield is 63.1%. Reaction SMILES: [CH3:1][O:2][C:3]([C:5]1[N:6]=[C:7]([NH:10][C:11](=[O:41])[C@@H:12]([NH:20][C:21](=[O:40])[CH:22]([NH:32]C(OC(C)(C)C)=O)[C:23]2[CH:28]=[CH:27][C:26]([O:29][CH3:30])=[C:25]([F:31])[CH:24]=2)[CH2:13][C:14]2[CH:19]=[CH:18][CH:17]=[CH:16][CH:15]=2)[S:8][CH:9]=1)=[O:4].FC(F)(F)C(O)=O>ClCCl>[CH3:1][O:2][C:3]([C:5]1[N:6]=[C:7]([NH:10][C:11](=[O:41])[C@@H:12]([NH:20][C:21](=[O:40])[CH:22]([NH2:32])[C:23]2[CH:28]=[CH:27][C:26]([O:29][CH3:30])=[C:25]([F:31])[CH:24]=2)[CH2:13][C:14]2[CH:19]=[CH:18][CH:17]=[CH:16][CH:15]=2)[S:8][CH:9]=1)=[O:4]. Procedure: 2-{(S)-2-[2-tert-Butoxycarbonylamino-2-(3-fluoro-4-methoxy-phenyl)-acetylamino]-3-phenyl-propionylamino}-thiazole-4-carboxylic acid methyl ester (0.98 g, 2.28 mmol) was taken into dry dichloromethane (20 mL) under argon and cooled in an ice bath. To this was added trifluoroacetic acid (10 mL, 130 mmol) and the mixture was stirred at 0° C. for 1 hour. The reaction mixture was then concentrated to dryness. The oil was dissolved in dichloromethane and precipited with ether and the resulting suspens... The reactants are C(=CCC)C=1[Se]C(=CC1)C1=C(C(=C(C=C1)C1=CC=C(C=C1)CC)F)F (2-but-1-enyl-5-(4′-ethyl-2,3-difluorobiphenyl-4-yl)-selenophene). Reagents/catalysts: [Pd] (Pd/C). Run in C(C)(=O)OCC (ethyl acetate). Yields the product C(CCC)C=1[Se]C(=CC1)C1=C(C(=C(C=C1)C1=CC=C(C=C1)CC)F)F (2-Butyl-5-(4′-ethyl-2,3-difluorobiphenyl-4-yl)selenophene), solid. As a reaction SMILES: [CH:1]([C:5]1[Se:6][C:7]([C:10]2[CH:15]=[CH:14][C:13]([C:16]3[CH:21]=[CH:20][C:19]([CH2:22][CH3:23])=[CH:18][CH:17]=3)=[C:12]([F:24])[C:11]=2[F:25])=[CH:8][CH:9]=1)=[CH:2][CH2:3][CH3:4]>C(OCC)(=O)C.[Pd]>[CH2:1]([C:5]1[Se:6][C:7]([C:10]2[CH:15]=[CH:14][C:13]([C:16]3[CH:21]=[CH:20][C:19]([CH2:22][CH3:23])=[CH:18][CH:17]=3)=[C:12]([F:24])[C:11]=2[F:25])=[CH:8][CH:9]=1)[CH2:2][CH2:3][CH3:4]. Procedure details: 2.40 g (5.72 mmol) of 2-but-1-enyl-5-(4′-ethyl-2,3-difluorobiphenyl-4-yl)-selenophene are hydrogenated in 25 ml of ethyl acetate, in the presence of Pd/C (5% of Pd) at atmospheric pressure and RT. The reaction soln. is filtered and concentrated to dryness, and the crude product is purified by column chromatography (SiO2, n-heptane:toluene=9:1). The further purification is carried out by recrystallisation from ethanol and n-heptane. 2-Butyl-5-(4′-ethyl-2,3-difluorobiphenyl-4-yl)selenophene is obt... The reactants are ClC1=CC(=CC=C1)C(=O)OO (m-chloroperbenzoic acid), CC1(OCC=CCO1)C (2,2-dimethyl-4,7-dihydro-1,3-dioxepin). The solvent is C(Cl)Cl (methylene chloride), C(Cl)Cl (methylene chloride). Product: CC1(OCC2OC2CO1)C (4,4-Dimethyl-3,5,8-trioxabicyclo-[5.1.0]-octane). Yield: 80.0%. RXN SMILES: ClC1C=CC=C(C(OO)=[O:9])C=1.[CH3:12][C:13]1([CH3:20])[O:19][CH2:18][CH:17]=[CH:16][CH2:15][O:14]1>C(Cl)Cl>[CH3:12][C:13]1([CH3:20])[O:19][CH2:18][CH:17]2[CH:16]([O:9]2)[CH2:15][O:14]1. Reported procedure: To a suspension of m-chloroperbenzoic acid (74% pure; 78.15 g; 0.33 mole) in methylene chloride (600 ml), was added a solution of 2,2-dimethyl-4,7-dihydro-1,3-dioxepin (II) (41.0 g, 0.32 mole) in methylene chloride (200 ml) during 30 min at room temperature. The mixture was refluxed for 8 hrs and then cooled in ice for 1 hr. The precipitated solid was filtered off and the organic filtrate was washed with 10% aqueous sodium sulfite (2×100 ml), saturated aqueous sodium bicarbonate (3×500 ml), 5% a... Reactants: CO, N#Cc1cncc(CCl)c1, N. The product is N#Cc1cncc(CN)c1. RXN SMILES: [CH3:12][OH:13].[Cl:1][CH2:2][c:3]1[cH:4][n:5][cH:6][c:7]([C:8]#[N:9])[cH:10]1.[NH3:11]>>[CH2:2]([c:3]1[cH:4][n:5][cH:6][c:7]([C:8]#[N:9])[cH:10]1)[NH2:11].